Dataset: the Open Reaction Database (ORD), a public repository of structured organic reaction records. Task: describe an organic reaction: reactants, conditions, products, and yield Reactants: O.NN (hydrazine monohydrate), O=C1N(C(C2=CC=CC=C12)=O)CCNC1=NC=C(C(=N1)NC1=CC(=CC=C1)C)C(=O)N (2-[2-(1,3-dioxo-2,3-dihydroisoindol-2-yl)ethyl]amino-4-(3-methylanilino)pyrimidine-5-carboxamide), C(C)O (ethanol). Yields the product NCCOC1=NC=C(C(=N1)NC1=CC(=CC=C1)C)C(=O)N (2-(2-aminoethoxy)-4-(3-methylanilino)pyrimidine-5-carboxamide). As a reaction SMILES: O.[NH2:2]N.O=C1C2C(=CC=CC=2)C(=O)N1CCN[C:18]1[N:23]=[C:22]([NH:24][C:25]2[CH:30]=[CH:29][CH:28]=[C:27]([CH3:31])[CH:26]=2)[C:21]([C:32]([NH2:34])=[O:33])=[CH:20][N:19]=1.[CH2:35]([OH:37])[CH3:36]>>[NH2:2][CH2:36][CH2:35][O:37][C:18]1[N:23]=[C:22]([NH:24][C:25]2[CH:30]=[CH:29][CH:28]=[C:27]([CH3:31])[CH:26]=2)[C:21]([C:32]([NH2:34])=[O:33])=[CH:20][N:19]=1 |f:0.1|. Reported procedure: A 0.2 ml portion of hydrazine monohydrate was added to a mixture of 350 mg of 2-[2-(1,3-dioxo-2,3-dihydroisoindol-2-yl)ethyl]amino-4-(3-methylanilino)pyrimidine-5-carboxamide with 10 ml of ethanol, followed by heating under reflux for 4 hours. The reaction mixture was concentrated under a reduced pressure. A chloroform-methanol mixed solution was added to the thus obtained residue, followed by washing with water, 1 M sodium hydroxide aqueous solution and saturated brine. The organic layer was dr... Starting materials: N1C=C(C2=CC=CC=C12)CCC(=O)O (3-Indolepropionic acid), CO (MeOH), Cl (HCl). Run at time 8 hour. The product is N1C=C(C2=CC=CC=C12)CCC(=O)OC (methyl 3-indolepropionate). RXN SMILES: [NH:1]1[C:9]2[C:4](=[CH:5][CH:6]=[CH:7][CH:8]=2)[C:3]([CH2:10][CH2:11][C:12]([OH:14])=[O:13])=[CH:2]1.Cl.[CH3:16]O>>[NH:1]1[C:9]2[C:4](=[CH:5][CH:6]=[CH:7][CH:8]=2)[C:3]([CH2:10][CH2:11][C:12]([O:14][CH3:16])=[O:13])=[CH:2]1. Procedure: 3-Indolepropionic acid (5 g) was dissolved in MeOH (50 mL) and treated with conc. HCl (5 mL). The solution was stirred overnight before the solvent was removed under reduced pressure to provide methyl 3-indolepropionate in quantitative yield. Crude methyl 3-indolepropionate (4.70 g, 23.2 mmol) was dissolved in THF (50 mL), cooled to 0° C., and treated with DIBAL-H (69.5 mL, 69.5 mmol). The reaction mixture was stirred for 2 h at 0° C. and then quenched by the slow addition of a saturated aqueous... Reactants: COC(=O)CCBr, C1CCOC1, OCC#CCO, [H-], [Na+]. Yields the product COC(=O)COCC#CCO. Reaction SMILES: [Br:9][CH2:10][CH2:11][C:12](=[O:13])[O:14][CH3:15].[CH2:16]1[O:17][CH2:18][CH2:19][CH2:20]1.[CH2:3]([C:4]#[C:5][CH2:6][OH:7])[OH:8].[H-:1].[Na+:2]>>[CH2:3]([C:4]#[C:5][CH2:6][O:7][CH2:11][C:12](=[O:13])[O:14][CH3:15])[OH:8]. The reactants are C(C1=CC=CC=C1)OC1=C(C=CC=C1)O (2-benzyloxyphenol), ClC=1C=CC(=C(C1)N(C(OC(C)(C)C)=O)C)[N+](=O)[O-] (t-butyl N-(5-chloro-2-nitrophenyl)-N-methylcarbamate), [H-].[Na+] (sodium hydride). Run in CN(C=O)C (N,N-dimethylformamide). Product: C(C1=CC=CC=C1)OC1=C(OC=2C=CC(=C(C2)N(C(OC(C)(C)C)=O)C)[N+](=O)[O-])C=CC=C1 (t-Butyl N-[5-(2-benzyloxyphenoxy)-2-nitrophenyl]-N-methylcarbamate). The yield is 92.5%. As a reaction SMILES: [CH2:1]([O:8][C:9]1[CH:14]=[CH:13][CH:12]=[CH:11][C:10]=1[OH:15])[C:2]1[CH:7]=[CH:6][CH:5]=[CH:4][CH:3]=1.Cl[C:17]1[CH:18]=[CH:19][C:20]([N+:32]([O-:34])=[O:33])=[C:21]([N:23]([CH3:31])[C:24](=[O:30])[O:25][C:26]([CH3:29])([CH3:28])[CH3:27])[CH:22]=1.[H-].[Na+]>CN(C)C=O>[CH2:1]([O:8][C:9]1[CH:14]=[CH:13][CH:12]=[CH:11][C:10]=1[O:15][C:17]1[CH:18]=[CH:19][C:20]([N+:32]([O-:34])=[O:33])=[C:21]([N:23]([CH3:31])[C:24](=[O:30])[O:25][C:26]([CH3:27])([CH3:28])[CH3:29])[CH:22]=1)[C:2]1[CH:3]=[CH:4][CH:5]=[CH:6][CH:7]=1 |f:2.3|. Procedure: In a similar manner to that described in Reference Example 6, a reaction was carried out using 2-benzyloxyphenol (2.00 g), t-butyl N-(5-chloro-2-nitrophenyl)-N-methylcarbamate (2.87 g), sodium hydride (55 wt. %, 0.44 g) and anhydrous N,N-dimethylformamide (20 ml) and the reaction mixture was purified to give the title compound (4.16 g).